From a dataset of the Open Reaction Database (ORD), a public repository of structured organic reaction records. describe an organic reaction: reactants, conditions, products, and yield Reaction conditions: time 16 hour. RXN SMILES: [CH3:1][C:2]1[CH:10]=[CH:9][CH:8]=[C:7]([CH3:11])[C:3]=1[C:4]([OH:6])=[O:5].OS(O)(=O)=O.[F:17][C:18]([F:25])([F:24])[C:19]([NH:21][CH2:22]O)=[O:20]>>[CH3:1][C:2]1[C:10]([CH2:22][NH:21][C:19](=[O:20])[C:18]([F:25])([F:24])[F:17])=[CH:9][CH:8]=[C:7]([CH3:11])[C:3]=1[C:4]([OH:6])=[O:5]. Starting materials: CC1=C(C(=O)O)C(=CC=C1)C (2,6-dimethyl benzoic acid), ice water, OS(=O)(=O)O (H2SO4), FC(C(=O)NCO)(F)F (2,2,2-trifluoro-N-(hydroxymethyl)acetamide). Procedure details: To a solution of 2,6-dimethyl benzoic acid (2.0 g, 13.33 mmol) in cone. H2SO4 (4 mL) was added 2,2,2-trifluoro-N-(hydroxymethyl)acetamide (2.1 g, 13.33 mmol). The mixture was stirred at rt for 16 h. The reaction mixture was poured into ice-water and stirred for 2 h. The precipitate was collected by filtration and dried to afford 3.2 g of the title product. 1H NMR (300 MHz, DMSO-d6): δ 9.92 (m, 2H), 7.15-7.04 (m, 2H), 4.36 (s, 2H), 2.18 (m, 6H). Product: CC1=C(C(=O)O)C(=CC=C1CNC(C(F)(F)F)=O)C (2,6-dimethyl-3-((2,2,2-trifluoroacetamido)methyl)benzoic acid). The yield is 87.2%. Yields the product CCOC(=O)C(c1nc(OC)cc(OC)n1)c1ccccc1C. As a reaction SMILES: [CH2:1]([Li:2])[CH2:3][CH2:4][CH3:5].[CH3:13][c:14]1[c:15]([CH2:20][C:21](=[O:22])[O:23][CH2:24][CH3:25])[cH:16][cH:17][cH:18][cH:19]1.[CH3:26][O:27][c:28]1[n:29][c:30]([S:36]([CH3:37])(=[O:38])=[O:39])[n:31][c:32]([O:34][CH3:35])[cH:33]1.[CH:6]([NH:7][CH:8]([CH3:9])[CH3:10])([CH3:11])[CH3:12].[O:40]1[CH2:41][CH2:42][CH2:43][CH2:44]1>>[CH3:13][c:14]1[c:15]([CH:20]([C:21](=[O:22])[O:23][CH2:24][CH3:25])[c:30]2[n:29][c:28]([O:27][CH3:26])[cH:33][c:32]([O:34][CH3:35])[n:31]2)[cH:16][cH:17][cH:18][cH:19]1. Starting materials: [Li]CCCC, CCOC(=O)Cc1ccccc1C, COc1cc(OC)nc(S(C)(=O)=O)n1, CC(C)NC(C)C, C1CCOC1.